Task: describe an organic reaction: reactants, conditions, products, and yield. Dataset: the Open Reaction Database (ORD), a public repository of structured organic reaction records Starting materials: CC(C)(C)OC(=O)N1CCC(c2ccc(O)cc2)C(O)C1, O=C([O-])[O-], COc1ccccc1COCCCCl, [K+], [K+]. The product is COc1ccccc1COCCCOc1ccc(C2CCN(C(=O)OC(C)(C)C)CC2O)cc1. RXN SMILES: [C:1]([CH3:2])([CH3:3])([CH3:4])[O:5][C:6](=[O:7])[N:8]1[CH2:9][CH:10]([OH:21])[CH:11]([c:14]2[cH:15][cH:16][c:17]([OH:20])[cH:18][cH:19]2)[CH2:12][CH2:13]1.[C:36](=[O:37])([O-:38])[O-:39].[Cl:22][CH2:23][CH2:24][CH2:25][O:26][CH2:27][c:28]1[c:29]([O:34][CH3:35])[cH:30][cH:31][cH:32][cH:33]1.[K+:40].[K+:41]>>[C:1]([CH3:2])([CH3:3])([CH3:4])[O:5][C:6](=[O:7])[N:8]1[CH2:9][CH:10]([OH:21])[CH:11]([c:14]2[cH:15][cH:16][c:17]([O:20][CH2:23][CH2:24][CH2:25][O:26][CH2:27][c:28]3[c:29]([O:34][CH3:35])[cH:30][cH:31][cH:32][cH:33]3)[cH:18][cH:19]2)[CH2:12][CH2:13]1. Reactants: C(#N)C=1C=C(C=CC1)NC(NC1=CC=C(C=C1)S(=O)(=O)NCC1=CC=C(C=C1)S(N)(=O)=O)=O (4-(3-(3-cyanophenyl)ureido)-N-(4-sulfamoylbenzyl)benzenesulfonamide), C(C)NCCO (2-(ethylamino)ethanol), secondary amine. The product is C(C)N(C(C1=CC(=CC=C1)NC(=O)NC1=CC=C(C=C1)S(NCC1=CC=C(C=C1)S(N)(=O)=O)(=O)=O)=N)CCO (N-ethyl-N-(2-hydroxyethyl)-3-(3-(4-(N-(4-sulfamoylbenzyl)sulfamoyl)phenyl)ureido) benzimidamide). Yield: 7.0%. RXN SMILES: [C:1]([C:3]1[CH:4]=[C:5]([NH:9][C:10](=[O:33])[NH:11][C:12]2[CH:17]=[CH:16][C:15]([S:18]([NH:21][CH2:22][C:23]3[CH:28]=[CH:27][C:26]([S:29](=[O:32])(=[O:31])[NH2:30])=[CH:25][CH:24]=3)(=[O:20])=[O:19])=[CH:14][CH:13]=2)[CH:6]=[CH:7][CH:8]=1)#[N:2].[CH2:34]([NH:36][CH2:37][CH2:38][OH:39])[CH3:35]>>[CH2:34]([N:36]([CH2:37][CH2:38][OH:39])[C:1](=[NH:2])[C:3]1[CH:8]=[CH:7][CH:6]=[C:5]([NH:9][C:10]([NH:11][C:12]2[CH:17]=[CH:16][C:15]([S:18](=[O:20])(=[O:19])[NH:21][CH2:22][C:23]3[CH:28]=[CH:27][C:26]([S:29](=[O:32])(=[O:31])[NH2:30])=[CH:25][CH:24]=3)=[CH:14][CH:13]=2)=[O:33])[CH:4]=1)[CH3:35]. Reported procedure: The title compound was prepared from 4-(3-(3-cyanophenyl)ureido)-N-(4-sulfamoylbenzyl)benzenesulfonamide following procedure C and using 1.1 equivalents of 2-(ethylamino)ethanol as secondary amine. The product was purified by preparative HPLC. Reactants: O (water), BrCCCCC=C (l-bromo-5-hexene), [H-].[Na+] (sodium hydride), CN1C(NC(C=2N(C=NC12)C)=O)=O (3,7-dimethylxanthine). Solvent: CS(=O)C (dimethylsulfoxide). Run at time 43 hour. The product is 1-(5,6-Oxidohexyl)-3,7-dimethylxanthine, C(CCCC=C)N1C(=O)N(C=2N=CN(C2C1=O)C)C (1-(5-hexenyl)-3,7-dimethylxanthine). Yield: 98.2%. As a reaction SMILES: Br[CH2:2][CH2:3][CH2:4][CH2:5][CH:6]=[CH2:7].[H-].[Na+].[CH3:10][N:11]1[C:19]2[N:18]=[CH:17][N:16]([CH3:20])[C:15]=2[C:14](=[O:21])[NH:13][C:12]1=[O:22].O>CS(C)=O>[CH2:2]([N:13]1[C:14](=[O:21])[C:15]2[N:16]([CH3:20])[CH:17]=[N:18][C:19]=2[N:11]([CH3:10])[C:12]1=[O:22])[CH2:3][CH2:4][CH2:5][CH:6]=[CH2:7] |f:1.2|. Procedure details: 1-(5,6-Oxidohexyl)-3,7-dimethylxanthine was synthesized and used as an intermediate for synthesizing inventive compounds nos. 1517 and 1595 as described in examples 2 and 3 below. A mixture of l-bromo-5-hexene (10.7 g, 66 mmol), sodium hydride (1.58 g, 66 mmol), and 3,7-dimethylxanthine (11.9 g, 66 mmol) in dimethylsulfoxide (100 ml) was stirred for 43 hr. The solution was treated with water (200 ml) and then extracted with dichloromethane (3×80 ml). The combined extracts were washed with water ...